From a dataset of the Open Reaction Database (ORD), a public repository of structured organic reaction records. describe an organic reaction: reactants, conditions, products, and yield Starting materials: COC(=O)C1=C(N=CS1)SCCC(C1=CC=C(C=C1)F)(F)F (4-[[3,3-Difluoro-3-(4-fluorophenyl)-propyl]sulfanyl]-thiazole-5-carboxylic acid methyl ester), [OH-].[K+] (KOH), CCO (EtOH). The solvent is CCO.O (EtOH water). Run at temperature 120 celsius. Yields the product FC(CCSC=1N=CSC1C(=O)O)(C1=CC=C(C=C1)F)F (4-[[3,3-difluoro-3-(4-fluorophenyl)-propyl]sulfanyl]-thiazole-5-carboxylic acid). Yield: 82.3%. Reaction SMILES: C[O:2][C:3]([C:5]1[S:9][CH:8]=[N:7][C:6]=1[S:10][CH2:11][CH2:12][C:13]([F:22])([F:21])[C:14]1[CH:19]=[CH:18][C:17]([F:20])=[CH:16][CH:15]=1)=[O:4].[OH-].[K+].CCO>CCO.O>[F:22][C:13]([F:21])([C:14]1[CH:19]=[CH:18][C:17]([F:20])=[CH:16][CH:15]=1)[CH2:12][CH2:11][S:10][C:6]1[N:7]=[CH:8][S:9][C:5]=1[C:3]([OH:4])=[O:2] |f:1.2,4.5|. Reported procedure: 4-[[3,3-Difluoro-3-(4-fluorophenyl)-propyl]sulfanyl]-thiazole-5-carboxylic acid methyl ester (0.88 g, 2.54 mmol) is taken in EtOH/water (1:1) (4 ml) powdered KOH (0.36 g, 6.34 mmol) is added. The mixture is refluxed vigorously at 120° C. for 16 h. After completion of the reaction, EtOH is evaporated. The residue is diluted with water (20 ml), acidified with 2M hydrochloric acid to pH 3, and extracted with EtOAc (3×30 ml). The combined organic layers are dried over sodium sulfate, evaporated to d... Reactants: CC(=O)O, Cl, O=C(O)c1cccc2c1C(=NO)CC2, [Zn]. Product: NC1CCc2cccc(C(=O)O)c21. Reaction SMILES: [CH3:16][C:17](=[O:18])[OH:19].[ClH:15].[OH:1][N:2]=[C:3]1[CH2:4][CH2:5][c:6]2[cH:7][cH:8][cH:9][c:10]([C:12](=[O:13])[OH:14])[c:11]21.[Zn:20]>>[NH2:2][CH:3]1[CH2:4][CH2:5][c:6]2[cH:7][cH:8][cH:9][c:10]([C:12](=[O:13])[OH:14])[c:11]21. Reactants: ClC1=CC=C(C(=N1)[C@H](CC1=CC(=CC(=C1)F)F)NC(C(F)(F)F)=O)C=1C=CC(=C2C(=NN(C12)C)NS(=O)(=O)C)Cl ((S)—N-(1-(6-chloro-3-(4-chloro-1-methyl-3-(methylsulfonamido)-1H-indazol-7-yl)pyridin-2-yl)-2-(3,5-difluorophenyl)ethyl)-2,2,2-trifluoroacetamide), [Li+].[OH-] (LiOH), Cl (HCl). The solvent is CCO (EtOH). Conditions: temperature 130 celsius. Yields the product N[C@@H](CC1=CC(=CC(=C1)F)F)C1=NC(=CC=C1C=1C=CC(=C2C(=NN(C12)C)NS(=O)(=O)C)Cl)Cl ((S)—N-(7-(2-(1-amino-2-(3,5-difluorophenyl)ethyl)-6-chloropyridin-3-yl)-4-chloro-1-methyl-1H-indazol-3-yl)methanesulfonamide). Reaction SMILES: [Cl:1][C:2]1[N:7]=[C:6]([C@@H:8]([NH:18]C(=O)C(F)(F)F)[CH2:9][C:10]2[CH:15]=[C:14]([F:16])[CH:13]=[C:12]([F:17])[CH:11]=2)[C:5]([C:25]2[CH:26]=[CH:27][C:28]([Cl:40])=[C:29]3[C:33]=2[N:32]([CH3:34])[N:31]=[C:30]3[NH:35][S:36]([CH3:39])(=[O:38])=[O:37])=[CH:4][CH:3]=1.[Li+].[OH-].Cl>CCO>[NH2:18][C@H:8]([C:6]1[C:5]([C:25]2[CH:26]=[CH:27][C:28]([Cl:40])=[C:29]3[C:33]=2[N:32]([CH3:34])[N:31]=[C:30]3[NH:35][S:36]([CH3:39])(=[O:37])=[O:38])=[CH:4][CH:3]=[C:2]([Cl:1])[N:7]=1)[CH2:9][C:10]1[CH:15]=[C:14]([F:16])[CH:13]=[C:12]([F:17])[CH:11]=1 |f:1.2|. Procedure: To a solution of (S)—N-(1-(6-chloro-3-(4-chloro-1-methyl-3-(methylsulfonamido)-1H-indazol-7-yl)pyridin-2-yl)-2-(3,5-difluorophenyl)ethyl)-2,2,2-trifluoroacetamide (57D, 870 mg, 1.40 mmol) in EtOH (16 mL) was added 2M aqueous LiOH (7.0 mL, 13.98 mmol). The reaction was heated in a microwave reactor at 130° C. for 10 minutes. Upon cooling, the reaction mixture was acidified with 2N aqueous HCl until at pH 5. The reaction mixture was then concentrated in vacuo and taken in EtOAc. To the solution wa... Reactants: FC1=CC=C(C(=O)CC(=O)OC)C=C1 (Methyl 4-fluorobenzoylacetate), CC=1N(C2=C(C=NC=C2)N1)CCCCO (4-(2-methylimidazo[4,5-c]pyrid-1-yl)butanol). Run at time 2 hour. Solvent: C1(=CC=CC=C1)C (toluene), C1(=CC=CC=C1)C (toluene). As a reaction SMILES: [F:1][C:2]1[CH:14]=[CH:13][C:5]([C:6]([CH2:8][C:9]([O:11][CH3:12])=[O:10])=[O:7])=[CH:4][CH:3]=1.[CH3:15][C:16]1[N:17]([CH2:25][CH2:26][CH2:27]CO)[C:18]2[CH:23]=[CH:22][N:21]=[CH:20][C:19]=2[N:24]=1>C1(C)C=CC=CC=1>[F:1][C:2]1[CH:3]=[CH:4][C:5]([C:6](=[O:7])[CH2:8][C:9]([O:11][CH2:12][CH2:27][CH2:26][CH2:25][N:17]2[C:18]3[CH:23]=[CH:22][N:21]=[CH:20][C:19]=3[N:24]=[C:16]2[CH3:15])=[O:10])=[CH:13][CH:14]=1. Procedure details: Methyl 4-fluorobenzoylacetate (0.78 g, 4 mM) and 4-(2-methylimidazo[4,5-c]pyrid-1-yl)butanol (0.82 g, 4 mM--see Preparation 16) were heated at reflux in toluene (100 cm3) allowing the toluene to reduce to about 20 cm3 over a period of 2 hours. The remaining toluene was removed in vacuo and the residue purified by column chromatography on silica (Merck "Kieselgel 60"--Trade Mark) eluting with dichloromethane:methanol 19:1. Evaporation of the appropriate fractions gave the title compound as a colo... The product is FC1=CC=C(C=C1)C(CC(=O)OCCCCN1C(=NC=2C=NC=CC21)C)=O (4-(2-Methylimidazo[4,5-c]pyrid-1-yl)butyl 3-(4-fluorophenyl)-3-oxo-propionate). The yield is 71.5%. Reactants: C1(=CC=CC=C1)N=C=S (phenylisothiocyanate), NCC1=NC=CC=C1 (2-aminomethylpyridine). The solvent is C1=CC=CC=C1 (benzene). Yields the product C1(=CC=CC=C1)NC(=S)NCC1=NC=CC=C1 (N-Phenyl-N'-2-pyridinylmethylthiourea), solid. The yield is 77.0%. As a reaction SMILES: [C:1]1([N:7]=[C:8]=[S:9])[CH:6]=[CH:5][CH:4]=[CH:3][CH:2]=1.[NH2:10][CH2:11][C:12]1[CH:17]=[CH:16][CH:15]=[CH:14][N:13]=1>C1C=CC=CC=1>[C:1]1([NH:7][C:8]([NH:10][CH2:11][C:12]2[CH:17]=[CH:16][CH:15]=[CH:14][N:13]=2)=[S:9])[CH:6]=[CH:5][CH:4]=[CH:3][CH:2]=1. Reported procedure: N-Phenyl-N'-2-pyridinylmethylthiourea is prepared by heating 19.8 g (0.147 m) phenylisothiocyanate and 13.2 g (0.122 m) 2-aminomethylpyridine in 500 ml benzene for 3 hr. The solid (22.8 g, 77% yield) which is collected with a melting point of 98°-9° C. and is analytically pure. Starting materials: O=C1CC2=C(N(C3=C1C=CC=C3)C(=O)N)C=CC=C2 (10,11-dihydro-10-oxo-5H-dibenz[b,f]azepine-5-carboxamide), Cl.COC(CCCN)=O (methyl-4-aminobutyrate hydrochloride), B(F)(F)F.CCOCC (boron trifluoride diethyl etherate). Solvent: C=1(C(=CC=CC1)C)C (xylene). Run at temperature 135 celsius. The product is COC(=O)CCCN=C1CC2=C(N(C3=C1C=CC=C3)C(=O)N)C=CC=C2 (10,11-dihydro-10-methoxycarbonylpropylimino-5H-dibenz[b,f]azepine-5-carboxamide). As a reaction SMILES: O=[C:2]1[C:8]2[CH:9]=[CH:10][CH:11]=[CH:12][C:7]=2[N:6]([C:13]([NH2:15])=[O:14])[C:5]2[CH:16]=[CH:17][CH:18]=[CH:19][C:4]=2[CH2:3]1.Cl.[CH3:21][O:22][C:23](=[O:28])[CH2:24][CH2:25][CH2:26][NH2:27].B(F)(F)F.CCOCC>C1(C)C(C)=CC=CC=1>[CH3:21][O:22][C:23]([CH2:24][CH2:25][CH2:26][N:27]=[C:2]1[C:8]2[CH:9]=[CH:10][CH:11]=[CH:12][C:7]=2[N:6]([C:13]([NH2:15])=[O:14])[C:5]2[CH:16]=[CH:17][CH:18]=[CH:19][C:4]=2[CH2:3]1)=[O:28] |f:1.2,3.4|. Procedure: To a suspension of 0.2 g (0.79 mmol) of 10,11-dihydro-10-oxo-5H-dibenz[b,f]azepine-5-carboxamide and 0.1 g (0.67 mmol) of methyl-4-aminobutyrate hydrochloride in 5 mL of xylene was added 0.07 g (0.49 mmol) of boron trifluoride diethyl etherate. The resulting mixture was heated at 135° C. for seven hours and then allowed to cool to room temperature. The mixture was then filtered and the residue was extracted with toluene. The combined extracts were evaporated under reduced pressure and the residu... The reactants are N1=C(C=CC=C1)C=1NC2=C(N1)C=CC=C2 (2-(2-pyridyl)benzimidazole), C([O-])([O-])=O.[Cs+].[Cs+] (cesium carbonate), crude material, N1C=NC=C1 (1H-Imidazole), ClC1=C(C=CC(=C1)I)C=1SC(=NN1)N1C[C@@H]2CN(C[C@@H]2C1)C (2-(2-chloro-4-iodophenyl)-5-((3aR,6aS)-5-methylhexahydropyrrolo[3,4-c]pyrrol-2(1H)-yl)-1,3,4-thiadiazole). The reagents and catalysts are [Cu]I (copper(I) iodide). Solvent: CO (MeOH), CN(C)C=O (DMF), CCOC(=O)C (EtOAc). Reaction conditions: temperature 60 celsius, time 72 hour. Product: ClC1=C(C=CC(=C1)N1C=NC=C1)C=1SC(=NN1)N1C[C@@H]2CN(C[C@@H]2C1)C (2-(2-Chloro-4-(1H-imidazol-1-yl)phenyl)-5-((3aR,6aS)-5-methylhexahydropyrrolo[3,4-c]pyrrol-2(1H)-yl)-1,3,4-thiadiazole). The yield is 16.9%. Reaction SMILES: N1C=CC=CC=1C1NC2C=CC=CC=2N=1.C(=O)([O-])[O-].[Cs+].[Cs+].[NH:22]1[CH:26]=[CH:25][N:24]=[CH:23]1.[Cl:27][C:28]1[CH:33]=[C:32](I)[CH:31]=[CH:30][C:29]=1[C:35]1[S:36][C:37]([N:40]2[CH2:47][C@@H:46]3[C@@H:42]([CH2:43][N:44]([CH3:48])[CH2:45]3)[CH2:41]2)=[N:38][N:39]=1>CCOC(C)=O.CO.[Cu]I.CN(C=O)C>[Cl:27][C:28]1[CH:33]=[C:32]([N:22]2[CH:26]=[CH:25][N:24]=[CH:23]2)[CH:31]=[CH:30][C:29]=1[C:35]1[S:36][C:37]([N:40]2[CH2:41][C@@H:42]3[C@@H:46]([CH2:45][N:44]([CH3:48])[CH2:43]3)[CH2:47]2)=[N:38][N:39]=1 |f:1.2.3|. Reported procedure: DMF (0.75 mL) was added to a nitrogen flushed flask containing copper(I) iodide (13 mg, 0.067 mmol), 2-(2-pyridyl)benzimidazole (13 mg, 0.067 mmol) and cesium carbonate (273 mg, 0.839 mmol). The resulting suspension was heated at 60° C. for 1 hour. 1H-Imidazole (23 mg, 0.336 mmol) and 2-(2-chloro-4-iodophenyl)-5-((3aR,6aS)-5-methylhexahydropyrrolo[3,4-c]pyrrol-2(1H)-yl)-1,3,4-thiadiazole (150 mg, 0.336 mmol) were added and the mixture was heated at 90° C. for ˜18 hours. The reaction mixture was ...